From a dataset of the Open Reaction Database (ORD), a public repository of structured organic reaction records. describe an organic reaction: reactants, conditions, products, and yield The reactants are C[Si](C)(C)C#CC1=CC=C(C=C1)[Si](O[Si](O[Si](O[Si](C)(C)C)(C)C)(C)C)(C)C1=CC=C(C=C1)C#C[Si](C)(C)C (bis-(4-trimethylsilylethynylphenyl)-octamethyltetrasiloxane), CO.C1CCOC1 (MeOH THF). Run in CO.C1CCOC1.N.O (MeOH THF NH3—H2O). Run at time 24 hour. The product is C(#C)C1=CC=C(C=C1)[Si](O[Si](O[Si](O[Si](C)(C)C)(C)C)(C)C)(C)C1=CC=C(C=C1)C#C (Bis-(4-ethynylphenyl)-octamethyltetrasiloxane). Isolated yield 61.0%. As a reaction SMILES: C[Si]([C:5]#[C:6][C:7]1[CH:12]=[CH:11][C:10]([Si:13]([C:28]2[CH:33]=[CH:32][C:31]([C:34]#[C:35][Si](C)(C)C)=[CH:30][CH:29]=2)([CH3:27])[O:14][Si:15]([CH3:26])([CH3:25])[O:16][Si:17]([CH3:24])([CH3:23])[O:18][Si:19]([CH3:22])([CH3:21])[CH3:20])=[CH:9][CH:8]=1)(C)C.CO.C1COCC1>CO.C1COCC1.N.O>[C:6]([C:7]1[CH:8]=[CH:9][C:10]([Si:13]([C:28]2[CH:29]=[CH:30][C:31]([C:34]#[CH:35])=[CH:32][CH:33]=2)([CH3:27])[O:14][Si:15]([CH3:26])([CH3:25])[O:16][Si:17]([CH3:23])([CH3:24])[O:18][Si:19]([CH3:20])([CH3:21])[CH3:22])=[CH:11][CH:12]=1)#[CH:5] |f:1.2,3.4.5.6|. Procedure details: Tetramethylsilane (TMS) was deprotonated through a reaction with an ammonia solution to produce the target monomer bis-(4-ethynylphenyl)-octamethyltetrasiloxane. Specifically, 1.00 g bis-(4-trimethylsilylethynylphenyl)-octamethyltetrasiloxane in MeOH/THF/NH3—H2O mixture (generally 1:1:1, but sometimes it is necessary to adjust MeOH/THF ratio to obtain transparent reaction mixture) was placed in a round-bottomed flask equipped with a magnetic stirring bar. The flask was placed in an ice-water bat... The reactants are OC(=S)CCCc1ccccc1, ClCCl, C(=NC1CCCCC1)=NC1CCCCC1, Fc1ccc(CS)cc1. Product: Fc1ccc(CSC(=S)CCCc2ccccc2)cc1. RXN SMILES: [CH2:16]([c:17]1[cH:18][cH:19][cH:20][cH:21][cH:22]1)[CH2:23][CH2:24][C:25](=[S:26])[OH:27].[CH2:37]([Cl:38])[Cl:39].[CH:1]1([N:2]=[C:3]=[N:4][CH:5]2[CH2:6][CH2:7][CH2:8][CH2:9][CH2:10]2)[CH2:11][CH2:12][CH2:13][CH2:14][CH2:15]1.[F:28][c:29]1[cH:30][cH:31][c:32]([CH2:33][SH:34])[cH:35][cH:36]1>>[CH2:16]([c:17]1[cH:18][cH:19][cH:20][cH:21][cH:22]1)[CH2:23][CH2:24][C:25](=[S:26])[S:34][CH2:33][c:32]1[cH:31][cH:30][c:29]([F:28])[cH:36][cH:35]1. The reactants are O=C1NC2=C(N1C1CCN(CC1)C1(CCCCC1)C#N)C=CC=C2 (1-[4-(2-oxo-2,3-dihydro-1H-1,3-benzimidazol-1-yl)piperidino]-1-cyclohexanecarbonitrile), C1(=CC=CC=C1)[Mg]Br (phenylmagnesium bromide), [NH4+].[Cl-] (NH4Cl), O (water). The solvent is C1CCOC1 (THF), C1CCOC1 (THF). Run at time 18 hour. Product: C1(=CC=CC=C1)C1(CCCCC1)N1CCC(CC1)N1C(NC2=C1C=CC=C2)=O (1-[1-(1-Phenylcyclohexyl)-4-piperidinyl]-1,3-dihydro-2H-1,3-benzimidazol-2-one). Isolated yield 28.1%. As a reaction SMILES: [C:1]1([Mg]Br)[CH:6]=[CH:5][CH:4]=[CH:3][CH:2]=1.[O:9]=[C:10]1[N:14]([CH:15]2[CH2:20][CH2:19][N:18]([C:21]3(C#N)[CH2:26][CH2:25][CH2:24][CH2:23][CH2:22]3)[CH2:17][CH2:16]2)[C:13]2[CH:29]=[CH:30][CH:31]=[CH:32][C:12]=2[NH:11]1.[NH4+].[Cl-].O>C1COCC1>[C:1]1([C:21]2([N:18]3[CH2:19][CH2:20][CH:15]([N:14]4[C:13]5[CH:29]=[CH:30][CH:31]=[CH:32][C:12]=5[NH:11][C:10]4=[O:9])[CH2:16][CH2:17]3)[CH2:26][CH2:25][CH2:24][CH2:23][CH2:22]2)[CH:6]=[CH:5][CH:4]=[CH:3][CH:2]=1 |f:2.3|. Procedure: To a solution of phenylmagnesium bromide (3M solution in diethyl ether, 0.75 ml, 2.25 mmol) in THF (1 ml) was added a suspension of 1-[4-(2-oxo-2,3-dihydro-1H-1,3-benzimidazol-1-yl)piperidino]-1-cyclohexanecarbonitrile (230 mg, 0.71 mmol) in THF (2 ml) at 0° C. Then the reaction mixture was stirred at room temperature for 18 h. To the reaction mixture was added sat.NH4Cl aq. solution (1 ml) followed by addition of water (5 ml). The white precipitate appeared was collected by filtration, washed f... The reactants are [BH3-]C#N, CCOC(=O)CCCOc1ccc(C(C)=O)cc1C(F)(F)F, CC(=O)[O-], CO, [NH4+], [Na+]. Yields the product CCOC(=O)CCCOc1ccc(C(C)N)cc1C(F)(F)F. Reaction SMILES: [C:28](#[N:29])[BH3-:30].[CH2:1]([CH3:2])[O:3][C:4]([CH2:5][CH2:6][CH2:7][O:8][c:9]1[c:10]([C:18]([F:19])([F:20])[F:21])[cH:11][c:12]([C:15]([CH3:16])=[O:17])[cH:13][cH:14]1)=[O:22].[CH3:24][C:25](=[O:26])[O-:27].[CH3:32][OH:33].[NH4+:23].[Na+:31]>>[CH2:1]([CH3:2])[O:3][C:4]([CH2:5][CH2:6][CH2:7][O:8][c:9]1[c:10]([C:18]([F:19])([F:20])[F:21])[cH:11][c:12]([CH:15]([CH3:16])[NH2:29])[cH:13][cH:14]1)=[O:22]. The reactants are CC(C)(C)OC(=O)NCCO, C#CCBr, ClCCl, [Na+], [OH-]. Product: C#CCOCCNC(=O)OC(C)(C)C. As a reaction SMILES: [C:1]([CH3:2])([CH3:3])([CH3:4])[O:5][C:6]([NH:7][CH2:8][CH2:9][OH:10])=[O:11].[CH2:14]([C:15]#[CH:16])[Br:17].[Cl:18][CH2:19][Cl:20].[Na+:13].[OH-:12]>>[C:1]([CH3:2])([CH3:3])([CH3:4])[O:5][C:6]([NH:7][CH2:8][CH2:9][O:10][CH2:16][C:15]#[CH:14])=[O:11]. The reactants are ClC=1SC(=CC1)C(CCCCCl)=O (2-chloro-5-(5-chloropentanoyl)thiophene), C([O-])([O-])=O.[K+].[K+] (potassium carbonate), [I-].[Na+] (sodium iodide), OC1=CC=C(C=C1)C=1OCCN1 (2-(4-hydroxyphenyl)-4,5-dihydro-oxazole). The solvent is C(C)#N (acetonitrile). Yields the product ClC=1SC(=CC1)C(CCCCOC1=CC=C(C=C1)C=1OCCN1)=O (2-Chloro-5-{5-[4-(4,5-dihydro-2-oxazolyl)phenoxy]pentanoyl}thiophene). Isolated yield 96.8%. Reaction SMILES: [Cl:1][C:2]1[S:3][C:4]([C:7](=[O:13])[CH2:8][CH2:9][CH2:10][CH2:11]Cl)=[CH:5][CH:6]=1.[I-].[Na+].[OH:16][C:17]1[CH:22]=[CH:21][C:20]([C:23]2[O:24][CH2:25][CH2:26][N:27]=2)=[CH:19][CH:18]=1.C(=O)([O-])[O-].[K+].[K+]>C(#N)C>[Cl:1][C:2]1[S:3][C:4]([C:7](=[O:13])[CH2:8][CH2:9][CH2:10][CH2:11][O:16][C:17]2[CH:18]=[CH:19][C:20]([C:23]3[O:24][CH2:25][CH2:26][N:27]=3)=[CH:21][CH:22]=2)=[CH:5][CH:6]=1 |f:1.2,4.5.6|. Procedure: A mixture consisting of 2-chloro-5-(5-chloropentanoyl)thiophene (3c) (2.13 g, 0.009 mol), sodium iodide (1.1 g, 0.0073 mol), 2-(4-hydroxyphenyl)-4,5-dihydro-oxazole (1.99 g, 0.010 mol), and anhydrous potassium carbonate (5.2 g, 0.045 mol) in acetonitrile (50 ml) was refluxed for 48 hrs., cooled and filtered. The resulting solution was deprived of the solvent and the residue was taken up with ethyl acetate (100 ml). After washing with water and subsequent drying on anydrous sodium sulfate the sol...